The task is: describe an organic reaction: reactants, conditions, products, and yield. This data is from the Open Reaction Database (ORD), a public repository of structured organic reaction records. Reactants: CN1CCC2(CC1)COC1=CC=3CCN(C3C=C12)C(=O)C1=CC=C(C=C1)C1=C(C=C(C=C1)C1=NOC(=N1)C)C (1'-methyl-5-(2'-methyl-4'-(5-methyl-1,2,4-oxadiazol-3-yl)biphenyl-4-carbonyl)-2,3,6,7-tetrahydrospiro[furo[2,3-f]indole-3,4'-piperidine]), C(C)(C)N(CC)C(C)C (diisopropylethylamine), ClC(=O)OC(C)Cl (1-chloroethyl chloroformate), C(C)(C)N(CC)C(C)C (diisopropylethylamine), ClC(=O)OC(C)Cl (1-chloroethyl chloroformate). Solvent: ClCCCl (1,2-dichloroethane). Reaction conditions: time 2 hour. The product is CC1=C(C=CC(=C1)C1=NOC(=N1)C)C1=CC=C(C=C1)C(=O)N1CCC=2C=C3C(=CC12)C1(CCNCC1)CO3 (5-(2'-Methyl-4'-(5-methyl-1,2,4-oxadiazol-3-yl)biphenyl-4-carbonyl)-2,3,6,7-tetrahydrospiro[furo[2,3-f]indole-3,4'-piperidine]). Yield: 100.2%. Reaction SMILES: C[N:2]1[CH2:7][CH2:6][C:5]2([C:18]3[C:10](=[CH:11][C:12]4[CH2:13][CH2:14][N:15]([C:19]([C:21]5[CH:26]=[CH:25][C:24]([C:27]6[CH:32]=[CH:31][C:30]([C:33]7[N:37]=[C:36]([CH3:38])[O:35][N:34]=7)=[CH:29][C:28]=6[CH3:39])=[CH:23][CH:22]=5)=[O:20])[C:16]=4[CH:17]=3)[O:9][CH2:8]2)[CH2:4][CH2:3]1.C(N(C(C)C)CC)(C)C.ClC(OC(Cl)C)=O>ClCCCl>[CH3:39][C:28]1[CH:29]=[C:30]([C:33]2[N:37]=[C:36]([CH3:38])[O:35][N:34]=2)[CH:31]=[CH:32][C:27]=1[C:24]1[CH:23]=[CH:22][C:21]([C:19]([N:15]2[C:16]3[CH:17]=[C:18]4[C:5]5([CH2:8][O:9][C:10]4=[CH:11][C:12]=3[CH2:13][CH2:14]2)[CH2:4][CH2:3][NH:2][CH2:7][CH2:6]5)=[O:20])=[CH:26][CH:25]=1. Procedure details: A stirred solution of 1'-methyl-5-(2'-methyl-4'-(5-methyl-1,2,4-oxadiazol-3-yl)biphenyl-4-carbonyl)-2,3,6,7-tetrahydrospiro[furo[2,3-f]indole-3,4'-piperidine] (E1, 350 mg, 0.67 mmole) in 1,2-dichloroethane (15 ml) under argon was treated with diisopropylethylamine (0.14 ml, 0.80 mmole) and 1-chloroethyl chloroformate (0.09 ml, 0.80 mmole). The mixture was stirred at room temperature for 2 h followed by 1 h at reflux temperature. Additional diisopropylethylamine (0.10 ml, 0.57 mmole) and 1-chloro... Starting materials: CN(CCNC(=O)C=1NC2=CC(=CC=C2C1)[N+](=O)[O-])C (6-Nitro-1H-indole-2-carboxylic acid (2-dimethylamino-ethyl)-amide). The reagents and catalysts are [Pd] (Pd/C). Solvent: C(C)O.C(C)OC(C)=O (ethanol ethylacetate). Conditions: time 30 minute. The product is CN(CCNC(=O)C=1NC2=CC(=CC=C2C1)N)C (6-Amino-1H-indole-2-carboxylic acid (2-dimethylamino-ethyl)-amide). RXN SMILES: [CH3:1][N:2]([CH3:20])[CH2:3][CH2:4][NH:5][C:6]([C:8]1[NH:9][C:10]2[C:15]([CH:16]=1)=[CH:14][CH:13]=[C:12]([N+:17]([O-])=O)[CH:11]=2)=[O:7]>C(O)C.C(OC(=O)C)C.[Pd]>[CH3:1][N:2]([CH3:20])[CH2:3][CH2:4][NH:5][C:6]([C:8]1[NH:9][C:10]2[C:15]([CH:16]=1)=[CH:14][CH:13]=[C:12]([NH2:17])[CH:11]=2)=[O:7] |f:1.2|. Procedure: To a solution of 82.9 mg (0.3 mmole) 125 in a mixture of ethanol/ethylacetate 1:1 10% Pd/C (40 mg) was added. The flask was flushed 3 times with hydrogen and filled with hydrogen at 30 to 35 psi. The suspension was stirred vigorously at room temperature for 30 minutes. The catalyst was filtered off, the filtrate was evaporated in vacuo to dryness. The solid 126 was used for the next step without purification Reactants: COC=1C=C(C=CC1)C1=C2CC(NC2=CC=C1)=O (4-(3-methoxy-phenyl)-1,3-dihydro-indol-2-one), C(C)N(CCNC(=O)C1=CNC(=C1C)C=O)CC (5-formyl-4-methyl-1H-pyrrole-3-carboxylic acid (2-diethylamino-ethyl)-amide). The reagents and catalysts are N1CCCCC1 (piperidine). The solvent is C(C)O (ethanol). Run at time 3 day. The product is C(C)N(CCNC(=O)C1=CNC(=C1C)C=C1C(NC2=CC=CC(=C12)C1=CC(=CC=C1)OC)=O)CC (5-[4-(3-methoxy-phenyl)-2-oxo-1,2-dihydro-indol-3-ylidenemethyl]-4-methyl-1H-pyrrole-3-carboxylic acid (2-diethylamino-ethyl)-amide). Isolated yield 57.1%. Reaction SMILES: [CH3:1][O:2][C:3]1[CH:4]=[C:5]([C:9]2[CH:17]=[CH:16][CH:15]=[C:14]3[C:10]=2[CH2:11][C:12](=[O:18])[NH:13]3)[CH:6]=[CH:7][CH:8]=1.[CH2:19]([N:21]([CH2:35][CH3:36])[CH2:22][CH2:23][NH:24][C:25]([C:27]1[C:31]([CH3:32])=[C:30]([CH:33]=O)[NH:29][CH:28]=1)=[O:26])[CH3:20]>C(O)C.N1CCCCC1>[CH2:35]([N:21]([CH2:19][CH3:20])[CH2:22][CH2:23][NH:24][C:25]([C:27]1[C:31]([CH3:32])=[C:30]([CH:33]=[C:11]2[C:10]3[C:14](=[CH:15][CH:16]=[CH:17][C:9]=3[C:5]3[CH:6]=[CH:7][CH:8]=[C:3]([O:2][CH3:1])[CH:4]=3)[NH:13][C:12]2=[O:18])[NH:29][CH:28]=1)=[O:26])[CH3:36]. Procedure: To a solution of 4-(3-methoxy-phenyl)-1,3-dihydro-indol-2-one (59.8 mg, 0.25 mmol) and 5-formyl-4-methyl-1H-pyrrole-3-carboxylic acid (2-diethylamino-ethyl)-amide (65.3 mg, 0.26 mmol) in ethanol (2 mL) was added piperidine (3 drops). The reaction mixture was stirred at room temperature for three days. The solvent was evaporated and the solid was washed by ether for three times to provide pure product 5-[4-(3-methoxy-phenyl)-2-oxo-1,2-dihydro-indol-3-ylidenemethyl]-4-methyl-1H-pyrrole-3-carboxyli... The reactants are C(CCC)N1C(C(N(CC1)CC(=O)O)=O)=O (2-(4-butyl-2,3-dioxopiperazin-1-yl)acetic acid), C(CCC)N1C(C(N(CC1)CC(=O)O)=O)=O (2-(4-butyl-2,3-dioxopiperazin-1-yl)acetic acid), C(C)(C)(C)OC(=O)N[C@](C(=O)NN)(C)CC1=CC=CC=C1 ((R)-2-tert-butoxycarbonylamino-2-benzylpropanehydrazide), C(C)(C)(C)OC(=O)N[C@](C(=O)NN)(C)CC1=CC=CC=C1 ((R)-2-tert-butoxycarbonylamino-2-benzylpropanehydrazide), Cl.CN(CCCN=C=NCC)C (1-[3-(dimethylamino)propyl]-3-ethylcarbodiimide hydrochloride), ON1N=NC2=C1N=CC=C2 (1-hydroxy-7-azabenzotriazole), C(C)(C)N(CC)C(C)C (diisopropylethylamine). Solvent: CN(C)C=O (DMF), CCOC(=O)C (EtOAc). The product is C(C)(C)(C)OC(=O)N[C@@](C(=O)NNCC(=O)N1C(C(N(CC1)CCCC)=O)=O)(CC1=CC=CC=C1)C (1-((2-((R)-2-tert-butoxycarbonylamino-2-methyl-3-phenylpropanoyl)hydrazino)acetyl)-4-butylpiperazine-2,3-dione). Reaction SMILES: [CH2:1]([N:5]1[CH2:10][CH2:9][N:8]([CH2:11][C:12](O)=O)[C:7](=[O:15])[C:6]1=[O:16])[CH2:2][CH2:3][CH3:4].[C:17]([O:21][C:22]([NH:24][C@@:25]([CH2:31][C:32]1[CH:37]=[CH:36][CH:35]=[CH:34][CH:33]=1)([CH3:30])[C:26]([NH:28][NH2:29])=[O:27])=[O:23])([CH3:20])([CH3:19])[CH3:18].Cl.CN(C)CCCN=C=NCC.[OH:50]N1C2N=CC=CC=2N=N1.C(N(C(C)C)CC)(C)C>CN(C=O)C.CCOC(C)=O>[C:17]([O:21][C:22]([NH:24][C@:25]([CH3:30])([CH2:31][C:32]1[CH:33]=[CH:34][CH:35]=[CH:36][CH:37]=1)[C:26]([NH:28][NH:29][CH2:12][C:11]([N:8]1[CH2:9][CH2:10][N:5]([CH2:1][CH2:2][CH2:3][CH3:4])[C:6](=[O:16])[C:7]1=[O:15])=[O:50])=[O:27])=[O:23])([CH3:18])([CH3:19])[CH3:20] |f:2.3|. Procedure details: A solution of 2-(4-butyl-2,3-dioxopiperazin-1-yl)acetic acid (Intermediate F, 142 mg, 0.62 mmol), (R)-2-tert-butoxycarbonylamino-2-benzylpropanehydrazide (Intermediate B, 225 mg, 0.77 mmol), 1-[3-(dimethylamino)propyl]-3-ethylcarbodiimide hydrochloride (131 mg, 0.68 mmol), 1-hydroxy-7-azabenzotriazole (93 mg, 0.68 mmol) and diisopropylethylamine (0.12 mL, 0.68 mmol) in 6.2 mL DMF was stirred at rt overnight. The reaction mixture was diluted with EtOAc and washed with water and brine. Drying, sol...